Task: describe an organic reaction: reactants, conditions, products, and yield. Dataset: the Open Reaction Database (ORD), a public repository of structured organic reaction records Reactants: CC(=O)OC=O, COCCO[Al+]OCCOC, [H-], [H-], [N-]=[N+]=NCC1CN(Cc2ccccc2)CC1F, [Na+]. Yields the product O=CNCC1CN(Cc2ccccc2)CC1F. Reaction SMILES: [C:32]([O:33][CH:34]=[O:35])(=[O:36])[CH3:37].[CH3:19][O:20][CH2:21][CH2:22][O:23][Al+:24][O:25][CH2:26][CH2:27][O:28][CH3:29].[H-:18].[H-:31].[N:1](=[N+:2]=[N-:3])[CH2:4][CH:5]1[CH2:6][N:7]([CH2:11][c:12]2[cH:13][cH:14][cH:15][cH:16][cH:17]2)[CH2:8][CH:9]1[F:10].[Na+:30]>>[NH:1]([CH2:4][CH:5]1[CH2:6][N:7]([CH2:11][c:12]2[cH:13][cH:14][cH:15][cH:16][cH:17]2)[CH2:8][CH:9]1[F:10])[CH:19]=[O:20]. The reactants are C(CCC)(=O)OCCN1CCN(CC1)C(CCC)=O (2-(4-Butanoylpiperazinyl)ethyl butanoate), C(Cl)(Cl)Cl (Chloroform), OCCN1CCNCC1 (1-(2-hydroxyethyl)-piperazine), C(Cl)(Cl)Cl (chloroform). Run at time 8 hour. Yields the product Cl.N1(CCOCC1)CCC(C(=O)N)CC (2-(4-Morpholinyl)ethyl Butanamide Hydrochloride). Isolated yield 94.0%. RXN SMILES: C(OCCN1CC[N:12]([C:15](=[O:19])[CH2:16][CH2:17][CH3:18])CC1)(=O)CCC.[OH:20][CH2:21][CH2:22][N:23]1[CH2:28][CH2:27]N[CH2:25][CH2:24]1.C(Cl)(Cl)[Cl:30]>>[ClH:30].[N:23]1([CH2:24][CH2:25][CH:16]([CH2:17][CH3:18])[C:15]([NH2:12])=[O:19])[CH2:22][CH2:21][O:20][CH2:27][CH2:28]1 |f:3.4|. Reported procedure: Synthesis of 2-(4-Butanoylpiperazinyl)ethyl butanoate (BEB) 3 Butyryl chloride (11.83 g, 0.11 mol) was added dropwise to a cooled solution of 4.84 g (0.04 mol) of 1-(2-hydroxyethyl)-piperazine in 20 ml of chloroform. Cooling was maintained for 2 h, and a white precipitate formed. Chloroform (15 ml) was added and the mixture was stirred overnight, washed with 210 ml of cold 0.6 N sodium hydroxide solution, then washed twice with 50 ml of cold water. The organic fraction was dried over anhydrous s... Reactants: NC=1C=NC(=C(C#N)C1)Cl (5-amino-2-chloronicotinonitrile), C(C)(=O)OC(C)=O (acetic anhydride), C(=O)([O-])[O-].[Na+].[Na+] (Na2CO3). The solvent is O (water). Yields the product C(C)(=O)NC=1C=NC(=C(C#N)C1)Cl (5-acetamido 2-chloronicotinonitrile). The yield is 76.0%. RXN SMILES: [NH2:1][C:2]1[CH:3]=[N:4][C:5]([Cl:10])=[C:6]([CH:9]=1)[C:7]#[N:8].[C:11](OC(=O)C)(=[O:13])[CH3:12].C([O-])([O-])=O.[Na+].[Na+]>O>[C:11]([NH:1][C:2]1[CH:3]=[N:4][C:5]([Cl:10])=[C:6]([CH:9]=1)[C:7]#[N:8])(=[O:13])[CH3:12] |f:2.3.4|. Procedure: A solution of 5-amino-2-chloronicotinonitrile (2.6 g, 0.017 m) and acetic anhydride (50 ml) was heated at reflux for 30 minutes. After cooling to 25°, the reaction mixture was poured into water, neutralized with saturated Na2CO3 solution and extracted with CH2Cl2. The organic layer was dried over Na2SO4, filtered and concentrated to dryness. The residue was recrystallized from benzene/hexane to yield 2.5 g (76% yield) of 5-acetamido 2-chloronicotinonitrile. Starting materials: C, CC(C)(C)OC(=O)c1ccc(S(N)(=O)=O)cc1NC(=O)OCc1ccccc1, C1CCOC1, [Pd]. Yields the product CC(C)(C)OC(=O)c1ccc(S(N)(=O)=O)cc1N. As a reaction SMILES: [C:34].[NH2:1][S:2](=[O:3])(=[O:4])[c:5]1[cH:6][c:7]([NH:18][C:19]([O:20][CH2:21][c:22]2[cH:23][cH:24][cH:25][cH:26][cH:27]2)=[O:28])[c:8]([C:9](=[O:10])[O:11][C:12]([CH3:13])([CH3:14])[CH3:15])[cH:16][cH:17]1.[O:29]1[CH2:30][CH2:31][CH2:32][CH2:33]1.[Pd:35]>>[NH2:1][S:2](=[O:3])(=[O:4])[c:5]1[cH:6][c:7]([NH2:18])[c:8]([C:9](=[O:10])[O:11][C:12]([CH3:13])([CH3:14])[CH3:15])[cH:16][cH:17]1. Reactants: N1(CCNCC1)C(=O)OC(C)(C)C (t-butyl piperazine-1-carboxylate), BrC1=CC(=CC=C1)Cl (1-bromo-3-chlorobenzene), C=1C=CC(=CC1)P(C=2C=CC=CC2)C3=CC=C4C=CC=CC4=C3C5=C6C=CC=CC6=CC=C5P(C=7C=CC=CC7)C=8C=CC=CC8 (BINAP), CC(C)(C)[O-].[Na+] (NaOt-Bu). The reagents and catalysts are C=1C=CC(=CC1)/C=C/C(=O)/C=C/C2=CC=CC=C2.C=1C=CC(=CC1)/C=C/C(=O)/C=C/C2=CC=CC=C2.C=1C=CC(=CC1)/C=C/C(=O)/C=C/C2=CC=CC=C2.[Pd].[Pd] (Pd2(dba)3). Run in C1(=CC=CC=C1)C (toluene). Reaction conditions: temperature 100 celsius, time 8 hour. Product: ClC=1C=C(C=CC1)N1CCN(CC1)C(=O)OC(C)(C)C (t-butyl 4-(3-chlorophenyl)piperazine-1-carboxylate). Isolated yield 83.3%. As a reaction SMILES: [N:1]1([C:7]([O:9][C:10]([CH3:13])([CH3:12])[CH3:11])=[O:8])[CH2:6][CH2:5][NH:4][CH2:3][CH2:2]1.Br[C:15]1[CH:20]=[CH:19][CH:18]=[C:17]([Cl:21])[CH:16]=1.C1C=CC(P(C2C(C3C(P(C4C=CC=CC=4)C4C=CC=CC=4)=CC=C4C=3C=CC=C4)=C3C(C=CC=C3)=CC=2)C2C=CC=CC=2)=CC=1.CC([O-])(C)C.[Na+]>C1C=CC(/C=C/C(/C=C/C2C=CC=CC=2)=O)=CC=1.C1C=CC(/C=C/C(/C=C/C2C=CC=CC=2)=O)=CC=1.C1C=CC(/C=C/C(/C=C/C2C=CC=CC=2)=O)=CC=1.[Pd].[Pd].C1(C)C=CC=CC=1>[Cl:21][C:17]1[CH:16]=[C:15]([N:4]2[CH2:5][CH2:6][N:1]([C:7]([O:9][C:10]([CH3:13])([CH3:12])[CH3:11])=[O:8])[CH2:2][CH2:3]2)[CH:20]=[CH:19][CH:18]=1 |f:3.4,5.6.7.8.9|. Procedure: A solution of t-butyl piperazine-1-carboxylate (1.96 g, 10.54 mmol, 2.00 equiv), 1-bromo-3-chlorobenzene (1 g, 5.26 mmol, 1.00 equiv), BINAP (330 mg, 0.53 mmol, 0.10 equiv), Pd2(dba)3 (243.8 mg, 0.27 mmol, 0.05 equiv), NaOt-Bu (1.59 g, 16.56 mmol, 3.00 equiv), and toluene (17 mL) was placed in a 100-mL round bottom flask, stirred overnight at 100° C. in an oil bath, and concentrated under vacuum. Purification via silica gel column (PE/EA (50:1)) yielded 1.3 g (83%) of t-butyl 4-(3-chlorophenyl)p... Starting materials: CN(CCN)C (N′,N′-dimethyl-ethane-1,2-diamine), CN1CCOCC1 (N-methyl-morpholine), C(C)(C)(C)OC(N[C@@H](CC1=CC=CC=C1)C(NCCN(C)C)=O)=O ([(S)-1-(2-Dimethylamino-ethylcarbamoyl)-2-phenyl-ethyl]-carbamic acid tert-butyl ester), C=1C=CC2=C(C1)N=NN2O (HOBT), CCN=C=NCCCN(C)C.Cl (EDCl), C(C)(C)(C)OC(=O)N[C@H](C(=O)O)CC1=CC=CC=C1 ((S)-2-tert-butoxycarbonylamino-3-phenyl-propionic acid). The solvent is CN(C)C=O (DMF), CCOC(=O)C (EtOAc), O (Water), CN(C)C=O (DMF). Conditions: time 8 hour. Product: ClC1=CC=C(OC2=CC=C(C=C2)NC(N[C@H](C(=O)NCCN(C)C)CC2=CC=CC=C2)=O)C=C1 ((S)-2-{3-[4-(4-Chloro-phenoxy)-phenyl]-ureido}-N-(2-dimethylamino-ethyl)-3-phenyl-propionamide). The yield is 99.0%. As a reaction SMILES: C(O[C:6](=[O:24])[NH:7][C@H:8]([C:16](=[O:23])[NH:17][CH2:18][CH2:19][N:20]([CH3:22])[CH3:21])[CH2:9][C:10]1[CH:15]=[CH:14][CH:13]=[CH:12][CH:11]=1)(C)(C)C.[CH:25]1[CH:26]=[CH:27][C:28]2[N:33](O)N=N[C:29]=2[CH:30]=1.CCN=C=N[CH2:40][CH2:41][CH2:42]N(C)C.[ClH:46].C(OC(N[C@@H:55]([CH2:59]C1C=CC=CC=1)[C:56](O)=[O:57])=O)(C)(C)C.CN(C)CCN.CN1CCOCC1>CN(C=O)C.CCOC(C)=O.O>[Cl:46][C:40]1[CH:41]=[CH:42][C:56]([O:57][C:25]2[CH:30]=[CH:29][C:28]([NH:33][C:6](=[O:24])[NH:7][C@@H:8]([CH2:9][C:10]3[CH:11]=[CH:12][CH:13]=[CH:14][CH:15]=3)[C:16]([NH:17][CH2:18][CH2:19][N:20]([CH3:21])[CH3:22])=[O:23])=[CH:27][CH:26]=2)=[CH:55][CH:59]=1 |f:2.3|. Procedure: [(S)-1-(2-Dimethylamino-ethylcarbamoyl)-2-phenyl-ethyl]-carbamic acid tert-butyl ester. HOBT (1.4 g, 10.7 mmol) and EDCl (2 g, 10.7 mmol) were added to a solution of (S)-2-tert-butoxycarbonylamino-3-phenyl-propionic acid (2 g, 7.2 mmol) in DMF (36 mL). Following the addition of a solution of N′,N′-dimethyl-ethane-1,2-diamine (0.946 g, 10.7 mmol) in DMF (5 mL), N-methyl-morpholine (1.5 g, 14.4 mmol) was added dropwise. The reaction mixture was stirred at rt overnight. Water (50 mL) and EtOAc (70 ...